From a dataset of the Open Reaction Database (ORD), a public repository of structured organic reaction records. describe an organic reaction: reactants, conditions, products, and yield The reactants are CC(=O)O, CC(=O)O[BH-](OC(C)=O)OC(C)=O, CON(C)C(=O)c1ccc(F)cc1N, CC=O, ClCCl, [Na+]. Yields the product CCNc1cc(F)ccc1C(=O)N(C)OC. As a reaction SMILES: [C:18]([OH:19])(=[O:20])[CH3:21].[C:22]([O:23][BH-:24]([O:25][C:26](=[O:27])[CH3:28])[O:29][C:30](=[O:31])[CH3:32])(=[O:33])[CH3:34].[CH3:1][O:2][N:3]([C:4]([c:5]1[c:6]([NH2:12])[cH:7][c:8]([F:11])[cH:9][cH:10]1)=[O:13])[CH3:14].[CH:15]([CH3:16])=[O:17].[Cl:36][CH2:37][Cl:38].[Na+:35]>>[CH3:1][O:2][N:3]([C:4]([c:5]1[c:6]([NH:12][CH2:15][CH3:16])[cH:7][c:8]([F:11])[cH:9][cH:10]1)=[O:13])[CH3:14]. The reactants are FC(C(=O)O)(F)F (Trifluoroacetic acid), FC=1C(=NC(=NC1)NC1=CC=C(C=C1)OCCOC)NC=1C=C(C=CC1)NC(OC(C)(C)C)=O (tert-butyl (3-((5-fluoro-2-((4-(2-methoxyethoxy)phenyl)amino)pyrimidin-4-yl)amino)phenyl)carbamate), C(C)(=O)OCC.CCCCCC (ethyl acetate hexane). Solvent: C(Cl)Cl (DCM). Run at temperature 0 celsius, time 45 minute. Yields the product NC=1C=C(C=CC1)NC1=NC(=NC=C1F)NC1=CC=C(C=C1)OCCOC (N4-(3-aminophenyl)-5-fluoro-N2-(4-(2-methoxyethoxy)phenyl)pyrimidine-2,4-diamine). Yield: 99.6%. RXN SMILES: [F:1][C:2]1[C:3]([NH:20][C:21]2[CH:22]=[C:23]([NH:27]C(=O)OC(C)(C)C)[CH:24]=[CH:25][CH:26]=2)=[N:4][C:5]([NH:8][C:9]2[CH:14]=[CH:13][C:12]([O:15][CH2:16][CH2:17][O:18][CH3:19])=[CH:11][CH:10]=2)=[N:6][CH:7]=1.FC(F)(F)C(O)=O.C(OCC)(=O)C.CCCCCC>C(Cl)Cl>[NH2:27][C:23]1[CH:22]=[C:21]([NH:20][C:3]2[C:2]([F:1])=[CH:7][N:6]=[C:5]([NH:8][C:9]3[CH:14]=[CH:13][C:12]([O:15][CH2:16][CH2:17][O:18][CH3:19])=[CH:11][CH:10]=3)[N:4]=2)[CH:26]=[CH:25][CH:24]=1 |f:2.3|. Reported procedure: In a 25 mL, 3-neck RBF equipped with a magnetic stirrer, and thermo pocket was sequentially charged with tert-butyl (3-((5-fluoro-2-((4-(2-methoxyethoxy)phenyl)amino)pyrimidin-4-yl)amino)phenyl)carbamate (1.2 g) in DCM (10 mL). Trifluoroacetic acid (6.0 mL) was added drop wise into the reaction mixture at 0° C. The reaction mixture was stirred at 0° C. for 45 minutes. The reaction was monitored by TLC using ethyl acetate:hexane (7:3) as mobile phase. After completion, the reaction mixture was qu... Starting materials: OCC#CC=1C=C(C=CC1)CC(C(=O)OCC)OC(C)C (Ethyl 3-[3-(3-hydroxy-1-propynyl)phenyl]-2-isopropoxypropanoate), P(Br)(Br)Br (phosphorous tribromide). Solvent: C(OC)COC (dimethoxyethane), C(C)(=O)OCC (ethyl acetate). Reaction conditions: time 8 hour. The product is BrCC#CC=1C=C(C=CC1)CC(C(=O)OCC)OC(C)C (Ethyl 3-[3-(3-bromo-1-propynyl)phenyl]-2-isopropoxypropanoate). As a reaction SMILES: O[CH2:2][C:3]#[C:4][C:5]1[CH:6]=[C:7]([CH2:11][CH:12]([O:18][CH:19]([CH3:21])[CH3:20])[C:13]([O:15][CH2:16][CH3:17])=[O:14])[CH:8]=[CH:9][CH:10]=1.P(Br)(Br)[Br:23]>C(COC)OC.C(OCC)(=O)C>[Br:23][CH2:2][C:3]#[C:4][C:5]1[CH:6]=[C:7]([CH2:11][CH:12]([O:18][CH:19]([CH3:21])[CH3:20])[C:13]([O:15][CH2:16][CH3:17])=[O:14])[CH:8]=[CH:9][CH:10]=1. Procedure details: 184 mg of Ethyl 3-[3-(3-hydroxy-1-propynyl)phenyl]-2-isopropoxypropanoate was dissolved in 4 ml of dimethoxyethane, and 50 μl of phosphorous tribromide was added. After stirring was continued at room temperature overnight, the reaction mixture was diluted with ethyl acetate and washed with water and 1N hydrochloric acid. The organic layer was dried over anhydrous magnesium sulfate, filtered and the solvent was distilled off. Then, the residue was purified by silica gel column chromatography, to ... The reactants are COCCOC, CCO, CCOC(=O)c1cn2c(cc(Cl)c3ccc(Cl)cc32)n1, Cl, [Na+], [OH-]. The product is O=C(O)c1cn2c(cc(Cl)c3ccc(Cl)cc32)n1. As a reaction SMILES: [CH2:23]([CH2:24][O:25][CH3:26])[O:27][CH3:28].[CH3:30][CH2:31][OH:32].[Cl:1][c:2]1[cH:3][c:4]2[n:5]([c:6]3[cH:7][c:8]([Cl:12])[cH:9][cH:10][c:11]13)[cH:13][c:14]([C:16](=[O:17])[O:18][CH2:19][CH3:20])[n:15]2.[ClH:29].[Na+:22].[OH-:21]>>[Cl:1][c:2]1[cH:3][c:4]2[n:5]([c:6]3[cH:7][c:8]([Cl:12])[cH:9][cH:10][c:11]13)[cH:13][c:14]([C:16](=[O:17])[OH:18])[n:15]2. Reactants: BrC=1C=CC(=C(CN(CC)C2=CC=C(N=N2)C(=O)N)C1)O (6-[N-(5-bromo-2-hydroxybenzyl)-N-ethylamino]-pyridazine-3-carboxamide), N1=CC=CC=C1 (pyridine), FC(C(=O)OC(C(F)(F)F)=O)(F)F (trifluoroacetic anhydride). The solvent is C1CCOC1 (THF). Conditions: time 8 hour. Yields the product BrC=1C=CC(=C(CN(CC)C2=CC=C(N=N2)C#N)C1)O (6-[N-(5-bromo-2-hydroxybenzyl)-N-ethylamino]-3-cyanopyridazine), solid. Yield: 53.0%. Reaction SMILES: [Br:1][C:2]1[CH:3]=[CH:4][C:5]([OH:21])=[C:6]([CH:20]=1)[CH2:7][N:8]([C:11]1[N:16]=[N:15][C:14]([C:17]([NH2:19])=O)=[CH:13][CH:12]=1)[CH2:9][CH3:10].N1C=CC=CC=1.FC(F)(F)C(OC(=O)C(F)(F)F)=O>C1COCC1>[Br:1][C:2]1[CH:3]=[CH:4][C:5]([OH:21])=[C:6]([CH:20]=1)[CH2:7][N:8]([C:11]1[N:16]=[N:15][C:14]([C:17]#[N:19])=[CH:13][CH:12]=1)[CH2:9][CH3:10]. Procedure details: The phenol from the previous step (1.73 g, 4.9 mmol) in THF (30 ml) was treated with pyridine (0.82 ml, 0.82 g, 10.2 mmol) followed by trifluoroacetic anhydride (1.61 ml, 2.42 g, 11.5 mmol). The mixture turned dark green and was left overnight at ambient temperature. The mixture was then evaporated to a gum, treated with an excess of an aqueous solution of sodium bicarbonate and stirred at ambient temperature for approximately 30 minutes. The resultant red solid was filtered, washed with water a... Reactants: O=C(Cl)C1CCCCC1, [Cl-], Fc1ccccc1C[Zn+], Cl[Pd]Cl, c1ccc(P(c2ccccc2)c2ccccc2)cc1, c1ccc(P(c2ccccc2)c2ccccc2)cc1. The product is O=C(Cc1ccccc1F)C1CCCCC1. As a reaction SMILES: [CH:11]1([C:17](=[O:18])[Cl:19])[CH2:12][CH2:13][CH2:14][CH2:15][CH2:16]1.[Cl-:1].[F:2][c:3]1[c:4]([CH2:5][Zn+:6])[cH:7][cH:8][cH:9][cH:10]1.[Pd:20]([Cl:21])[Cl:22].[c:23]1([P:24]([c:25]2[cH:26][cH:27][cH:28][cH:29][cH:30]2)[c:31]2[cH:32][cH:33][cH:34][cH:35][cH:36]2)[cH:37][cH:38][cH:39][cH:40][cH:41]1.[c:42]1([P:43]([c:44]2[cH:45][cH:46][cH:47][cH:48][cH:49]2)[c:50]2[cH:51][cH:52][cH:53][cH:54][cH:55]2)[cH:56][cH:57][cH:58][cH:59][cH:60]1>>[F:2][c:3]1[c:4]([CH2:5][C:17]([CH:11]2[CH2:12][CH2:13][CH2:14][CH2:15][CH2:16]2)=[O:18])[cH:7][cH:8][cH:9][cH:10]1. Reactants: CC(C)(C)O, [K+], [K+], CC(=O)c1ccc(N)cc1, O=C([O-])[O-], O=S(=O)([O-])Cc1ccc(-c2ccccc2)cc1. Yields the product CC(=O)c1ccc(Nc2ccc(-c3ccccc3)cc2)cc1. RXN SMILES: [C:34]([OH:35])([CH3:36])([CH3:37])[CH3:38].[K+:28].[K+:29].[NH2:18][c:19]1[cH:20][cH:21][c:22]([C:25]([CH3:26])=[O:27])[cH:23][cH:24]1.[O-:30][C:31]([O-:32])=[O:33].[c:1]1(-[c:12]2[cH:13][cH:14][cH:15][cH:16][cH:17]2)[cH:2][cH:3][c:4]([CH2:7][S:8]([O-:9])(=[O:10])=[O:11])[cH:5][cH:6]1>>[c:1]1(-[c:12]2[cH:13][cH:14][cH:15][cH:16][cH:17]2)[cH:2][cH:3][c:4]([NH:18][c:19]2[cH:20][cH:21][c:22]([C:25]([CH3:26])=[O:27])[cH:23][cH:24]2)[cH:5][cH:6]1. Reactants: C1CCOC1, CC(C)(C)OC(=O)N1CC(NC(=O)c2ccc(Cl)s2)CC1CN=[N+]=[N-], O, c1ccc(P(c2ccccc2)c2ccccc2)cc1. The product is CC(C)(C)OC(=O)N1CC(NC(=O)c2ccc(Cl)s2)CC1CN. Reaction SMILES: [CH2:45]1[O:46][CH2:47][CH2:48][CH2:49]1.[N:1](=[N+:2]=[N-:3])[CH2:4][CH:5]1[N:6]([C:19](=[O:20])[O:21][C:22]([CH3:23])([CH3:24])[CH3:25])[CH2:7][CH:8]([NH:10][C:11](=[O:12])[c:13]2[s:14][c:15]([Cl:18])[cH:16][cH:17]2)[CH2:9]1.[OH2:50].[c:26]1([P:27]([c:28]2[cH:29][cH:30][cH:31][cH:32][cH:33]2)[c:34]2[cH:35][cH:36][cH:37][cH:38][cH:39]2)[cH:40][cH:41][cH:42][cH:43][cH:44]1>>[NH2:1][CH2:4][CH:5]1[N:6]([C:19](=[O:20])[O:21][C:22]([CH3:23])([CH3:24])[CH3:25])[CH2:7][CH:8]([NH:10][C:11](=[O:12])[c:13]2[s:14][c:15]([Cl:18])[cH:16][cH:17]2)[CH2:9]1.